Dataset: the Open Reaction Database (ORD), a public repository of structured organic reaction records. Task: describe an organic reaction: reactants, conditions, products, and yield Reactants: CC12C(CC(C(CC1)O2)=O)=O (1-methyl-8-oxa-bicyclo[3.2.1]octane-2,4-dione), P(Cl)(Cl)(Cl)(Cl)Cl (phosphorous pentachloride). The solvent is C(Cl)(Cl)Cl (chloroform). Product: ClC1=CC(C2(CCC1O2)C)=O (4-chloro-1-methyl-8-oxa-bicyclo[3.2.1]oct-3-en-2-one). Yield: 82.9%. As a reaction SMILES: [CH3:1][C:2]12[O:9][CH:6]([CH2:7][CH2:8]1)[C:5](=O)[CH2:4][C:3]2=[O:11].P(Cl)(Cl)(Cl)(Cl)[Cl:13]>C(Cl)(Cl)Cl>[Cl:13][C:5]1[CH:6]2[O:9][C:2]([CH3:1])([CH2:8][CH2:7]2)[C:3](=[O:11])[CH:4]=1. Procedure details: To a solution of 1-methyl-8-oxa-bicyclo[3.2.1]octane-2,4-dione (175 mg, 1.14 mmol) in chloroform (2 ml) is added, under N2, in one portion, the phosphorous pentachloride (135 mg, 0.65 mmol). The reaction mixture is stirred for reflux for 5 hours. Silica gel is added to the cooled crude reaction mixture, the solvent is evaporated under reduced pressure and the residue is purified by flash chromatography on silica gel to give 4-chloro-1-methyl-8-oxa-bicyclo[3.2.1]oct-3-en-2-one (93 mg). Reactants: O=C(O)c1cccc(-c2cnc3c(c2)N(Cc2cc(Cl)ccc2C(F)(F)F)CCN3)c1, NCC(c1ccccc1)c1ccccc1. The product is O=C(NCC(c1ccccc1)c1ccccc1)c1cccc(-c2cnc3c(c2)N(Cc2cc(Cl)ccc2C(F)(F)F)CCN3)c1. RXN SMILES: [Cl:1][c:2]1[cH:3][cH:4][c:5]([C:28]([F:29])([F:30])[F:31])[c:6]([CH2:7][N:8]2[c:9]3[c:10]([n:14][cH:15][c:16](-[c:18]4[cH:19][c:20]([C:21](=[O:22])[OH:23])[cH:24][cH:25][cH:26]4)[cH:17]3)[NH:11][CH2:12][CH2:13]2)[cH:27]1.[c:32]1([CH:38]([CH2:39][NH2:40])[c:41]2[cH:42][cH:43][cH:44][cH:45][cH:46]2)[cH:33][cH:34][cH:35][cH:36][cH:37]1>>[Cl:1][c:2]1[cH:3][cH:4][c:5]([C:28]([F:29])([F:30])[F:31])[c:6]([CH2:7][N:8]2[c:9]3[c:10]([n:14][cH:15][c:16](-[c:18]4[cH:19][c:20]([C:21](=[O:23])[NH:40][CH2:39][CH:38]([c:32]5[cH:33][cH:34][cH:35][cH:36][cH:37]5)[c:41]5[cH:42][cH:43][cH:44][cH:45][cH:46]5)[cH:24][cH:25][cH:26]4)[cH:17]3)[NH:11][CH2:12][CH2:13]2)[cH:27]1.